Dataset: the Open Reaction Database (ORD), a public repository of structured organic reaction records. Task: describe an organic reaction: reactants, conditions, products, and yield Reactants: C1CCOC1, C[Si](C)(C)[N-][Si](C)(C)C, CCOC(=O)C#C[Si](C)(C)C, N#Cc1ccc(F)c(Cc2cccc(-c3ccc(F)cc3F)n2)c1, [Li+]. Product: C[Si](C)(C)C#CC(=O)C(c1cccc(-c2ccc(F)cc2F)n1)c1cc(C#N)ccc1F. As a reaction SMILES: [CH2:46]1[O:47][CH2:48][CH2:49][CH2:50]1.[CH3:26][Si:27]([N-:28][Si:29]([CH3:30])([CH3:31])[CH3:32])([CH3:33])[CH3:34].[CH3:35][Si:36]([C:37]#[C:38][C:39](=[O:40])[O:41][CH2:42][CH3:43])([CH3:44])[CH3:45].[F:1][c:2]1[c:3](-[c:9]2[cH:10][cH:11][cH:12][c:13]([CH2:15][c:16]3[cH:17][c:18]([C:19]#[N:20])[cH:21][cH:22][c:23]3[F:24])[n:14]2)[cH:4][cH:5][c:6]([F:8])[cH:7]1.[Li+:25]>>[F:1][c:2]1[c:3](-[c:9]2[cH:10][cH:11][cH:12][c:13]([CH:15]([c:16]3[cH:17][c:18]([C:19]#[N:20])[cH:21][cH:22][c:23]3[F:24])[C:39]([C:38]#[C:37][Si:36]([CH3:35])([CH3:44])[CH3:45])=[O:40])[n:14]2)[cH:4][cH:5][c:6]([F:8])[cH:7]1. The reactants are N(=NC(C#N)(C)C)C(C#N)(C)C (α,α′-azobisisobutyronitrile), N1CCOCC1 (morpholine), CC1=CN=CS1 (5-methylthiazole), BrN1C(CCC1=O)=O (N-bromosuccinimide). Solvent: CN(C=O)C (N,N-dimethylformamide), C(C)N(CC)CC (triethylamine). The product is BrCC1=CN=CS1 (5-(bromo-methyl)thiazole), CN(C)CC1=CN=CS1 (5-[(N,N-Dimethylamino)methyl]thiazole). Isolated yield 49.1%. Reaction SMILES: [CH3:1][C:2]1[S:6][CH:5]=[N:4][CH:3]=1.[Br:7][N:8]1[C:12](=O)CC[C:9]1=O.N(C(C)(C)C#N)=NC(C)(C)C#N.N1CCOCC1>C(N(CC)CC)C.CN(C)C=O>[Br:7][CH2:1][C:2]1[S:6][CH:5]=[N:4][CH:3]=1.[CH3:9][N:8]([CH2:1][C:2]1[S:6][CH:5]=[N:4][CH:3]=1)[CH3:12]. Procedure details: An N,N-dimethylformamide solution of 5-(bromo-methyl)thiazole was prepared by using 5-methylthiazole (5.00 g), N-bromosuccinimide (8.97 g) and α,α′-azobisisobutyronitrile (414 mg) in a similar manner to Referential Example 86, and morpholine (2.20 ml) and triethylamine (7.02 ml) were reacted with this solution to obtain the title compound (1.76 g) as a yellow oil. Starting materials: Cc1ccc(S(=O)(=O)OCC2COc3ccc4[nH]c(=O)[nH]c4c3O2)cc1, CS(C)=O, CCOC(C)=O, CC(=O)Nc1cccc(OCCCN)c1. The product is CC(=O)Nc1cccc(OCCCNCC2COc3ccc4[nH]c(=O)[nH]c4c3O2)c1. As a reaction SMILES: [CH3:1][c:2]1[cH:3][cH:4][c:5]([S:6]([O:7][CH2:12][CH:13]2[CH2:14][O:15][c:16]3[c:17]([c:18]4[c:19]([nH:20][c:21](=[O:23])[nH:22]4)[cH:24][cH:25]3)[O:26]2)(=[O:8])=[O:9])[cH:10][cH:11]1.[CH3:42][S:43]([CH3:44])=[O:45].[CH3:46][CH2:47][O:48][C:49](=[O:50])[CH3:51].[NH2:27][CH2:28][CH2:29][CH2:30][O:31][c:32]1[cH:33][c:34]([NH:38][C:39]([CH3:40])=[O:41])[cH:35][cH:36][cH:37]1>>[CH2:12]([CH:13]1[CH2:14][O:15][c:16]2[c:17]([c:18]3[c:19]([nH:20][c:21](=[O:23])[nH:22]3)[cH:24][cH:25]2)[O:26]1)[NH:27][CH2:28][CH2:29][CH2:30][O:31][c:32]1[cH:33][c:34]([NH:38][C:39]([CH3:40])=[O:41])[cH:35][cH:36][cH:37]1. The reactants are COP(=O)(CC(=CCCCCC)C(=O)OC)C(C)NC(=O)OC(C)(C)C (Methyl-1-t-butoxycarbonylaminoethyl-(2-carbomethoxy-1-oct-2-enyl)phosphinate). Run in Cl (HCl). Yields the product NC(C)P(O)(=O)CC(=CCCCCC)C(=O)O (1Aminoethyl-(2-carboxy-1-oct-2-enyl)phosphinic acid), hydrochloride salt. Reaction SMILES: C[O:2][P:3]([CH:17]([NH:19]C(OC(C)(C)C)=O)[CH3:18])([CH2:5][C:6]([C:13]([O:15]C)=[O:14])=[CH:7][CH2:8][CH2:9][CH2:10][CH2:11][CH3:12])=[O:4]>Cl>[NH2:19][CH:17]([P:3]([CH2:5][C:6]([C:13]([OH:15])=[O:14])=[CH:7][CH2:8][CH2:9][CH2:10][CH2:11][CH3:12])(=[O:2])[OH:4])[CH3:18]. Procedure details: The title compound was prepared from Methyl-1-t-butoxycarbonylaminoethyl-(2-carbomethoxy-1-oct-2-enyl)phosphinate (0.176 gm, 0.45 mmol) by stirring in concentrated HCl according to Example 33. The title compound as its hydrochloride salt (0.105 gm) was obtained as a hygroscopic white powder. Starting materials: N([O])(S(=O)(=O)[O-])S(=O)(=O)[O-].[K+].[K+] (potassium nitrosodisulfonate), OC1=C(C(=CC(=C1OC)OC)C)CCCCCCCCCC(=O)O (10-(2'-hydroxy-3',4'-dimethoxy-6'-methylphenyl)decanoic acid), Cl (hydrochloric acid). Run in [OH-].[Na+] (sodium hydroxide), CC(=O)C (acetone), O (water). Conditions: time 2 hour. Product: COC=1C(C(=C(C(C1OC)=O)C)CCCCCCCCCC(=O)O)=O (2,3-dimethoxy-5-methyl-6-(9'-carboxynonyl)-1,4-benzoquinone). Reaction SMILES: N(S([O-])(=O)=O)(S([O-])(=O)=[O:4])[O].[K+].[K+].[OH:13][C:14]1[C:19]([O:20][CH3:21])=[C:18]([O:22][CH3:23])[CH:17]=[C:16]([CH3:24])[C:15]=1[CH2:25][CH2:26][CH2:27][CH2:28][CH2:29][CH2:30][CH2:31][CH2:32][CH2:33][C:34]([OH:36])=[O:35].Cl>O.[OH-].[Na+].CC(C)=O>[CH3:21][O:20][C:19]1[C:14](=[O:13])[C:15]([CH2:25][CH2:26][CH2:27][CH2:28][CH2:29][CH2:30][CH2:31][CH2:32][CH2:33][C:34]([OH:36])=[O:35])=[C:16]([CH3:24])[C:17](=[O:4])[C:18]=1[O:22][CH3:23] |f:0.1.2,6.7,^1:9|. Reported procedure: A solution of potassium nitrosodisulfonate (0.8 part) in water (10 volume parts) was added to a solution of 10-(2'-hydroxy-3',4'-dimethoxy-6'-methylphenyl)decanoic acid (formula II-2 wherein R=H3CO, X=H, Y=OH, n=8, in the free form) (0.097 part) in a mixture of 1% sodium hydroxide (0.67 volume part) and acetone (2 volume parts) and the mixture was stirred at room temperature for 2 hours. The reaction mixture was rendered acidic with dilute hydrochloric acid and extracted with diethyl ether. The ... The reactants are CCCCC(Br)C(=O)c1ccc(Cl)cc1, CC#N, c1nc[nH]n1. Product: CCCCC(C(=O)c1ccc(Cl)cc1)n1cncn1. Reaction SMILES: [Br:1][CH:2]([C:3](=[O:4])[c:5]1[cH:6][cH:7][c:8]([Cl:11])[cH:9][cH:10]1)[CH2:12][CH2:13][CH2:14][CH3:15].[CH3:21][C:22]#[N:23].[nH:16]1[n:17][cH:18][n:19][cH:20]1>>[CH:2]([C:3](=[O:4])[c:5]1[cH:6][cH:7][c:8]([Cl:11])[cH:9][cH:10]1)([CH2:12][CH2:13][CH2:14][CH3:15])[n:16]1[n:17][cH:18][n:19][cH:20]1. The reactants are CON=C(C(=O)OCC)C1(C)OCCO1 (ethyl 2-methoxyimino-3,3-ethylenedioxybutyrate), aqueous solution, [OH-].[Na+] (sodium hydroxide), Cl (hydrochloric acid). Solvent: C(C)O (ethanol), C(C)O (ethanol). Run at time 10 minute. Product: CON=C(C(=O)O)C1(C)OCCO1 (2-methoxyimino-3,3-ethylenedioxybutyric acid). Yield: 99.3%. As a reaction SMILES: [CH3:1][O:2][N:3]=[C:4]([C:10]1([O:15][CH2:14][CH2:13][O:12]1)[CH3:11])[C:5]([O:7]CC)=[O:6].[OH-].[Na+].Cl>C(O)C>[CH3:1][O:2][N:3]=[C:4]([C:10]1([O:12][CH2:13][CH2:14][O:15]1)[CH3:11])[C:5]([OH:7])=[O:6] |f:1.2|. Procedure details: To a solution of ethyl 2-methoxyimino-3,3-ethylenedioxybutyrate (syn isomer, 180 g) in ethanol (1080 ml) was added 1N aqueous solution of sodium hydroxide (1660 ml) and the mixture was stirred for 2 hours and 10 minutes at ambient temperature. After the reaction mixture was adjusted to pH 7.3 with 6N hydrochloric acid, ethanol was distilled off under reduced pressure and then washed with diethyl ether (500 ml×2). To the resultant was added diethyl ether (1 l), adjusted to pH 1.5 with 6N hydrochl...